Task: describe an organic reaction: reactants, conditions, products, and yield. Dataset: the Open Reaction Database (ORD), a public repository of structured organic reaction records Reactants: COC(C1=C(C=CC=C1)COC1=C(C(=C(C=C1)C(C)=O)O)CCC)=O (2-[(4-Acetyl-3-hydroxy-2-propylphenoxy)methyl]benzoic acid methyl ester), [OH-].[Na+] (sodium hydroxide). Yields the product C(C)(=O)C1=C(C(=C(OCC2=C(C(=O)O)C=CC=C2)C=C1)CCC)O (2-[(4-acetyl-3-hydroxy-2-propylphenoxy)methyl]benzoic acid). RXN SMILES: C[O:2][C:3](=[O:25])[C:4]1[CH:9]=[CH:8][CH:7]=[CH:6][C:5]=1[CH2:10][O:11][C:12]1[CH:17]=[CH:16][C:15]([C:18](=[O:20])[CH3:19])=[C:14]([OH:21])[C:13]=1[CH2:22][CH2:23][CH3:24].[OH-].[Na+]>>[C:18]([C:15]1[CH:16]=[CH:17][C:12]([O:11][CH2:10][C:5]2[CH:6]=[CH:7][CH:8]=[CH:9][C:4]=2[C:3]([OH:25])=[O:2])=[C:13]([CH2:22][CH2:23][CH3:24])[C:14]=1[OH:21])(=[O:20])[CH3:19] |f:1.2|. Reported procedure: 2-[(4-Acetyl-3-hydroxy-2-propylphenoxy)methyl]benzoic acid methyl ester was allowed to react with 1.0N sodium hydroxide according to the procedure of Example 70 and the product was purified by recrystallization from methanol to give 2-[(4-acetyl-3-hydroxy-2-propylphenoxy)methyl]benzoic acid, the title compound, m.p. 216°-219°, in 85% yield. Analysis Calculated for C19H20O5 : C, 69.50; H, 6.14. Found: C, 69.39; H, 6.19. Reactants: C(F)(F)(F)S(=O)(=O)[O-].C(F)(F)(F)S(=O)(=O)[O-].C(F)(F)(F)S(=O)(=O)[O-].[Yb+3] (Yb(OTf)3), O (water), C(C)OC(C1=CC(=C(C=C1)NC)N)=O (3-amino-4-methylaminobenzoic acid ethyl ester), ClC1=C(C=O)C(=CC=C1)Cl (2,6-dichlorobenzaldehyde), C(F)(F)(F)S(=O)(=O)[O-].C(F)(F)(F)S(=O)(=O)[O-].C(F)(F)(F)S(=O)(=O)[O-].[Yb+3] (Yb(OTf)3). The solvent is CCOC(=O)C (EtOAc), CS(=O)C (DMSO). Reaction conditions: time 24 hour. The product is C(C)OC(=O)C1=CC2=C(N(C(=N2)C2=C(C=CC=C2Cl)Cl)C)C=C1 (2-(2,6-dichlorophenyl)-1-methyl-1H-benzoimidazole-5-carboxylic acid ethyl ester). Reaction SMILES: [CH2:1]([O:3][C:4](=[O:14])[C:5]1[CH:10]=[CH:9][C:8]([NH:11][CH3:12])=[C:7]([NH2:13])[CH:6]=1)[CH3:2].[Cl:15][C:16]1[CH:23]=[CH:22][CH:21]=[C:20]([Cl:24])[C:17]=1[CH:18]=O.C(S([O-])(=O)=O)(F)(F)F.C(S([O-])(=O)=O)(F)(F)F.C(S([O-])(=O)=O)(F)(F)F.[Yb+3].O>CS(C)=O.CCOC(C)=O>[CH2:1]([O:3][C:4]([C:5]1[CH:10]=[CH:9][C:8]2[N:11]([CH3:12])[C:18]([C:17]3[C:16]([Cl:15])=[CH:23][CH:22]=[CH:21][C:20]=3[Cl:24])=[N:13][C:7]=2[CH:6]=1)=[O:14])[CH3:2] |f:2.3.4.5|. Procedure: To a solution of 3-amino-4-methylaminobenzoic acid ethyl ester (388 mg) and 2,6-dichlorobenzaldehyde (350 mg) in DMSO (4 mL) was added Yb(OTf)3 (50 mg) and the solution was stirred at room temperature for 24 h. More Yb(OTf)3 was added and stirring was continued for 24 h. This process was repeated another two times. The reaction mixture was partioned between water and EtOAc. The aqueous layer was extracted with EtOAc. The combined organic layers were dried, filtered and concentrated. The residue ... As a reaction SMILES: [C:1](Cl)(=[O:5])[O:2][CH2:3][CH3:4].[CH2:7]([S:11][CH:12]([NH:17][C:18](=[O:26])[C:19]1[CH:24]=[CH:23][CH:22]=[CH:21][C:20]=1[OH:25])[C:13]([Cl:16])([Cl:15])[Cl:14])[CH2:8][CH2:9][CH3:10].CC(C)=O>C(N(CC)CC)C>[CH2:7]([S:11][CH:12]([NH:17][C:18](=[O:26])[C:19]1[CH:24]=[CH:23][CH:22]=[CH:21][C:20]=1[O:25][C:1]([O:2][CH2:3][CH3:4])=[O:5])[C:13]([Cl:15])([Cl:16])[Cl:14])[CH2:8][CH2:9][CH3:10]. The reactants are C(OCC)(=O)Cl (ethyl chlorocarbonate), C(CCC)SC(C(Cl)(Cl)Cl)NC(C1=C(C=CC=C1)O)=O (N-(1-n-butylthio-2,2,2-trichloroethyl)-2-hydroxybenzamide), CC(=O)C (acetone). Procedure details: 13 g of ethyl chlorocarbonate was added to the mixture of 3.4 g of N-(1-n-butylthio-2,2,2-trichloroethyl)-2-hydroxybenzamide and 50 ml of acetone under stirring, and 1.0 g of triethylamine was added dropwise thereto at 0°-5° C. After effecting the reaction at room temperature for one hour, the solvent was distilled off under reduced pressure, 50 ml of water was added thereto and the solution was extracted with ethyl acetate. After washing the extract with water and drying, the solvent was distil... The solvent is C(C)N(CC)CC (triethylamine). The yield is 78.3%. The product is C(CCC)SC(C(Cl)(Cl)Cl)NC(C1=C(C=CC=C1)OC(=O)OCC)=O (N-(1-n-butylthio-2,2,2-trichloroethyl)-2-ethoxycarbonyloxybenzamide). Reactants: CCCCO, Cc1ccc(Nc2c(C)cc(Cl)cc2Cl)c(CC(=O)N(C)C)c1, Cc1ccccc1, Cl, [Na+], [OH-]. The product is Cc1ccc(Nc2c(C)cc(Cl)cc2Cl)c(CC(=O)O)c1. RXN SMILES: [CH2:26]([CH2:27][CH2:28][CH3:29])[OH:30].[CH3:1][N:2]([C:3]([CH2:4][c:5]1[c:6]([NH:12][c:13]2[c:14]([Cl:21])[cH:15][c:16]([Cl:20])[cH:17][c:18]2[CH3:19])[cH:7][cH:8][c:9]([CH3:11])[cH:10]1)=[O:22])[CH3:23].[CH3:32][c:33]1[cH:34][cH:35][cH:36][cH:37][cH:38]1.[ClH:31].[Na+:25].[OH-:24]>>[C:3]([CH2:4][c:5]1[c:6]([NH:12][c:13]2[c:14]([Cl:21])[cH:15][c:16]([Cl:20])[cH:17][c:18]2[CH3:19])[cH:7][cH:8][c:9]([CH3:11])[cH:10]1)([OH:22])=[O:30]. Reactants: Cc1ccc(Br)cc1, O=C1CCN(Cc2ccccc2)CC1. Product: Cc1ccc(C2(O)CCN(Cc3ccccc3)CC2)cc1. Reaction SMILES: [Br:1][c:2]1[cH:3][cH:4][c:5]([CH3:8])[cH:6][cH:7]1.[CH2:9]([c:10]1[cH:11][cH:12][cH:13][cH:14][cH:15]1)[N:16]1[CH2:17][CH2:18][C:19](=[O:22])[CH2:20][CH2:21]1>>[c:2]1([C:19]2([OH:22])[CH2:18][CH2:17][N:16]([CH2:9][c:10]3[cH:11][cH:12][cH:13][cH:14][cH:15]3)[CH2:21][CH2:20]2)[cH:3][cH:4][c:5]([CH3:8])[cH:6][cH:7]1. Starting materials: NC1=CC=C(C=C1)N\C(\C1=CC=CC=C1)=C\1/C(NC2=CC=CC=C12)=O ((Z)-3-[1-(4-aminophenylamino)-1-phenyl-methylidene]-2-indolinone), C(CCC)N=C=O (butyl isocyanate). Solvent: C1CCOC1 (THF). Product: C(CCC)NC(=O)NC1=CC=C(C=C1)N\C(\C1=CC=CC=C1)=C\1/C(NC2=CC=CC=C12)=O ((Z)-3-[1-(4-butylaminocarbonylamino-phenylamino)-1-phenyl-methylidene]-2-indolinone). As a reaction SMILES: [NH2:1][C:2]1[CH:7]=[CH:6][C:5]([NH:8]/[C:9](=[C:16]2\[C:17](=[O:25])[NH:18][C:19]3[C:24]\2=[CH:23][CH:22]=[CH:21][CH:20]=3)/[C:10]2[CH:15]=[CH:14][CH:13]=[CH:12][CH:11]=2)=[CH:4][CH:3]=1.[CH2:26]([N:30]=[C:31]=[O:32])[CH2:27][CH2:28][CH3:29]>C1COCC1>[CH2:26]([NH:30][C:31]([NH:1][C:2]1[CH:7]=[CH:6][C:5]([NH:8]/[C:9](=[C:16]2\[C:17](=[O:25])[NH:18][C:19]3[C:24]\2=[CH:23][CH:22]=[CH:21][CH:20]=3)/[C:10]2[CH:15]=[CH:14][CH:13]=[CH:12][CH:11]=2)=[CH:4][CH:3]=1)=[O:32])[CH2:27][CH2:28][CH3:29]. Procedure details: Prepared analogously to Example 45 from (Z)-3-[1-(4-aminophenylamino)-1-phenyl-methylidene]-2-indolinone and butyl isocyanate in THF.